This data is from the Open Reaction Database (ORD), a public repository of structured organic reaction records. The task is: describe an organic reaction: reactants, conditions, products, and yield Yields the product CC(=O)OCC(COc1ccccc1CCCCN)OC(C)=O. Reaction SMILES: [C:1]([O:2][CH2:3][c:4]1[cH:5][cH:6][cH:7][cH:8][cH:9]1)(=[O:10])[NH:11][CH2:12][CH2:13][CH2:14][CH2:15][c:16]1[c:17]([O:22][CH2:23][CH:24]([CH2:25][O:26][C:27]([CH3:28])=[O:29])[O:30][C:31]([CH3:32])=[O:33])[cH:18][cH:19][cH:20][cH:21]1.[CH3:34][C:35](=[O:36])[OH:37].[CH3:38][OH:39]>>[NH2:11][CH2:12][CH2:13][CH2:14][CH2:15][c:16]1[c:17]([O:22][CH2:23][CH:24]([CH2:25][O:26][C:27]([CH3:28])=[O:29])[O:30][C:31]([CH3:32])=[O:33])[cH:18][cH:19][cH:20][cH:21]1. Reactants: CC(=O)OCC(COc1ccccc1CCCCNC(=O)OCc1ccccc1)OC(C)=O, CC(=O)O, CO. The solvent is C(Cl)Cl (methylene chloride), CO (methanol). RXN SMILES: [Si:1]([O:8][C:9]1[C:17]([CH2:18]/[CH:19]=C(\C)/CCC(OC)=O)=[C:16]([CH2:28][CH3:29])[C:15]([CH3:30])=[C:14]2[C:10]=1[C:11](=[O:31])[O:12][CH2:13]2)([C:4]([CH3:7])([CH3:6])[CH3:5])([CH3:3])[CH3:2].N1C=CC=CC=1.[O:38]=[O+][O-]>C(Cl)Cl.CO>[Si:1]([O:8][C:9]1[C:17]([CH2:18][CH:19]=[O:38])=[C:16]([CH2:28][CH3:29])[C:15]([CH3:30])=[C:14]2[C:10]=1[C:11](=[O:31])[O:12][CH2:13]2)([C:4]([CH3:6])([CH3:5])[CH3:7])([CH3:3])[CH3:2]. The reactants are [Si](C)(C)(C(C)(C)C)OC1=C2C(OCC2=C(C(=C1C/C=C(/CCC(=O)OC)\C)CC)C)=O (methyl (E)-6-(4-t-butyldimethylsilyloxy-1,3-dihydro-6-ethyl-7-methyl-3-oxoisobenzofuran-5-yl)-4-methyl-4-hexenoate), N1=CC=CC=C1 (pyridine), O=[O+][O-] (ozone). The product is [Si](C)(C)(C(C)(C)C)OC1=C2C(OCC2=C(C(=C1CC=O)CC)C)=O (2-(4-t-butyldimethylsilyloxy-1,3-dihydro-6-ethyl-7-methyl-3-oxoisobenzofuran-5-yl)-acetaldehyde). Reported procedure: A solution of methyl (E)-6-(4-t-butyldimethylsilyloxy-1,3-dihydro-6-ethyl-7-methyl-3-oxoisobenzofuran-5-yl)-4-methyl-4-hexenoate (10.6 g) in methylene chloride (150 ml), methanol (150 ml), and pyridine (5 ml) was treated with an excess of ozone at -70° C. The reaction was quenched with dimethylsulfide (20 ml) and stirred for 5 hours at 25° C. The reaction mixture was poured into 1N aqueous sodium hydrogen sulfate. Extraction with 1:1 ethyl acetate:hexane gave an oil which on purification by sili... Conditions: temperature 25 celsius, time 5 hour. Starting materials: CCOC(=O)C=Cc1cccc(C#Cc2cc(C(C)C)c3c(c2)C(C)(C)CC(C)(C)O3)c1, CCO, [K+], C1CCOC1, [OH-]. The product is CC(C)c1cc(C#Cc2cccc(C=CC(=O)O)c2)cc2c1OC(C)(C)CC2(C)C. RXN SMILES: [CH2:1]([CH3:2])[O:3][C:4]([CH:5]=[CH:6][c:7]1[cH:8][c:9]([C:13]#[C:14][c:15]2[cH:16][c:17]3[c:22]([c:23]([CH:25]([CH3:26])[CH3:27])[cH:24]2)[O:21][C:20]([CH3:28])([CH3:29])[CH2:19][C:18]3([CH3:30])[CH3:31])[cH:10][cH:11][cH:12]1)=[O:32].[CH3:35][CH2:36][OH:37].[K+:34].[O:38]1[CH2:39][CH2:40][CH2:41][CH2:42]1.[OH-:33]>>[O:3]=[C:4]([CH:5]=[CH:6][c:7]1[cH:8][c:9]([C:13]#[C:14][c:15]2[cH:16][c:17]3[c:22]([c:23]([CH:25]([CH3:26])[CH3:27])[cH:24]2)[O:21][C:20]([CH3:28])([CH3:29])[CH2:19][C:18]3([CH3:30])[CH3:31])[cH:10][cH:11][cH:12]1)[OH:32]. Starting materials: FC1=C(C=CC(=C1)F)C(CO)(CO)O (2-(2,4-difluorophenyl)-1,2,3-propanetriol), CC(CCC(C)O)O (diisopropanol), C(C)(=O)OC(C)=O (acetic anhydride). Run in O (water). Conditions: temperature 30 celsius, time 15 hour. The product is FC1=C(C=CC(=C1)F)C([C@@H](O)OC(C)=O)(C)O ((S)-2-(2,4-difluorophenyl)-1-acetoxy-1,2-propanediol). Reaction SMILES: [F:1][C:2]1[CH:7]=[C:6]([F:8])[CH:5]=[CH:4][C:3]=1[C:9]([OH:14])([CH2:12][OH:13])[CH2:10]O.CC(O)C[CH2:18][CH:19]([OH:21])C.C(OC(=O)C)(=[O:25])C>O>[F:1][C:2]1[CH:7]=[C:6]([F:8])[CH:5]=[CH:4][C:3]=1[C:9]([OH:14])([CH3:10])[C@H:12]([O:13][C:19](=[O:21])[CH3:18])[OH:25]. Reported procedure: A 300 ml reaction vessel was charged with 5 g of 2-(2,4-difluorophenyl)-1,2,3-propanetriol, 100 ml of diisopropanol, 2.45 ml of acetic anhydride and 5 g of Novozym 435 made by NOVO NORDISK, Ltd. (derived from Candida antarctica, Enzyme No. 24). The resulting mixture was stirred at 30° C. for 15 hours. After 10 ml of water was added thereto, the reaction liquid was filtered to remove the enzyme. An organic layer of the filtrate was dried over anhydrous sodium sulfate and the solvent was removed u... Starting materials: O=C([O-])[O-], CN(C)C=O, CCCNC(=O)Nc1ccc(Oc2ncnc3cc(OC)c(O)cc23)cc1Cl, ClCc1ccccn1, Cl, [K+], [K+], O. The product is CCCNC(=O)Nc1ccc(Oc2ncnc3cc(OC)c(OCc4ccccn4)cc23)cc1Cl. Reaction SMILES: [C:29](=[O:30])([O-:31])[O-:32].[CH3:45][N:46]([CH3:47])[CH:48]=[O:49].[Cl:1][c:2]1[c:3]([NH:22][C:23](=[O:24])[NH:25][CH2:26][CH2:27][CH3:28])[cH:4][cH:5][c:6]([O:8][c:9]2[n:10][cH:11][n:12][c:13]3[cH:14][c:15]([O:20][CH3:21])[c:16]([OH:19])[cH:17][c:18]23)[cH:7]1.[Cl:36][CH2:37][c:38]1[n:39][cH:40][cH:41][cH:42][cH:43]1.[ClH:35].[K+:33].[K+:34].[OH2:44]>>[Cl:1][c:2]1[c:3]([NH:22][C:23](=[O:24])[NH:25][CH2:26][CH2:27][CH3:28])[cH:4][cH:5][c:6]([O:8][c:9]2[n:10][cH:11][n:12][c:13]3[cH:14][c:15]([O:20][CH3:21])[c:16]([O:19][CH2:37][c:38]4[n:39][cH:40][cH:41][cH:42][cH:43]4)[cH:17][c:18]23)[cH:7]1. Reactants: C(C=C)N (allyl amine), CN1CCOCC1 (NMM), ClCCCC(=O)Cl (4-chlorobutyryl chloride). Run in C(C)#N (acetonitrile). Yields the product ClCCCCC(=O)C(C=C)N (5-chloro-valeroyl-amino-2-propene). Isolated yield 86.4%. As a reaction SMILES: [CH2:1](N)[CH:2]=C.C[N:6]1[CH2:11][CH2:10][O:9]CC1.[Cl:12][CH2:13][CH2:14][CH2:15][C:16](Cl)=O>C(#N)C>[Cl:12][CH2:13][CH2:14][CH2:15][CH2:16][C:10]([CH:11]([NH2:6])[CH:1]=[CH2:2])=[O:9]. Reported procedure: To a stirred mixture of allyl amine 25 (2.0 g, 27 mmol), NMM (8.9 mL, 81 mmol), and acetonitrile (140 mL), at ambient temperature was added 4-chlorobutyryl chloride (3.4 mL, 27 mmol). After 20 hours the reaction mixture was concentrated. The residue was dissolved in ethyl acetate and then washed with water, 5% KHSO4 and brine, dried (MgSO4), and concentrated to give 26 (4.1 g, 87%) as a yellow oil. TLC Rf=0.17 (40% ethyl acetate/hexanes).